Dataset: the Open Reaction Database (ORD), a public repository of structured organic reaction records. Task: describe an organic reaction: reactants, conditions, products, and yield The reactants are COc1ccc(P2(=S)SP(=S)(c3ccc(OC)cc3)S2)cc1, Cn1c(=O)c(-c2c(Cl)cccc2Cl)cc2cnc(N)nc21, c1ccncc1. Yields the product Cn1c(=S)c(-c2c(Cl)cccc2Cl)cc2cnc(N)nc21. Reaction SMILES: [CH3:22][O:23][c:24]1[cH:25][cH:26][c:27]([P:28]2(=[S:31])[S:29][P:30]([c:32]3[cH:33][cH:34][c:35]([O:36][CH3:37])[cH:38][cH:39]3)(=[S:40])[S:41]2)[cH:42][cH:43]1.[NH2:1][c:2]1[n:3][cH:4][c:5]2[c:6]([n:7]1)[n:8]([CH3:21])[c:9](=[O:20])[c:10](-[c:12]1[c:13]([Cl:19])[cH:14][cH:15][cH:16][c:17]1[Cl:18])[cH:11]2.[cH:44]1[cH:45][cH:46][n:47][cH:48][cH:49]1>>[NH2:1][c:2]1[n:3][cH:4][c:5]2[c:6]([n:7]1)[n:8]([CH3:21])[c:9](=[S:31])[c:10](-[c:12]1[c:13]([Cl:19])[cH:14][cH:15][cH:16][c:17]1[Cl:18])[cH:11]2. Reactants: CNC, ClCc1nnc(-c2ccc(I)cc2)o1, [I-], [K+], C1CCOC1. Yields the product CN(C)Cc1nnc(-c2ccc(I)cc2)o1. RXN SMILES: [CH3:17][NH:18][CH3:19].[Cl:1][CH2:2][c:3]1[o:4][c:5](-[c:8]2[cH:9][cH:10][c:11]([I:14])[cH:12][cH:13]2)[n:6][n:7]1.[I-:16].[K+:15].[O:20]1[CH2:21][CH2:22][CH2:23][CH2:24]1>>[CH2:2]([c:3]1[o:4][c:5](-[c:8]2[cH:9][cH:10][c:11]([I:14])[cH:12][cH:13]2)[n:6][n:7]1)[N:18]([CH3:17])[CH3:19]. Reactants: ClC(=O)N1CC(C1)OC1=CC(=CC=C1)C(F)(F)F (1-chlorocarbonyl-3-[3-(trifluoromethyl)phenoxy]azetidine), C([O-])([O-])=O.[K+].[K+] (potassium carbonate), ice, N1CCCCC1 (piperidine). Run in O1CCCC1 (tetrahydrofuran), C1=CC=CC=C1 (benzene). Run at temperature -70 celsius. Product: FC(C=1C=C(OC2CN(C2)C(=O)N2CCCCC2)C=CC1)(F)F (1-[3-[3-(Trifluoromethyl)phenoxy]-1-azetidinylcarbonyl]piperidine). As a reaction SMILES: Cl[C:2]([N:4]1[CH2:7][CH:6]([O:8][C:9]2[CH:14]=[CH:13][CH:12]=[C:11]([C:15]([F:18])([F:17])[F:16])[CH:10]=2)[CH2:5]1)=[O:3].C(=O)([O-])[O-].[K+].[K+].[NH:25]1[CH2:30][CH2:29][CH2:28][CH2:27][CH2:26]1>O1CCCC1.C1C=CC=CC=1>[F:16][C:15]([F:18])([F:17])[C:11]1[CH:10]=[C:9]([CH:14]=[CH:13][CH:12]=1)[O:8][CH:6]1[CH2:7][N:4]([C:2]([N:25]2[CH2:30][CH2:29][CH2:28][CH2:27][CH2:26]2)=[O:3])[CH2:5]1 |f:1.2.3|. Reported procedure: A solution of 5.6 g (0.02 mole) of 1-chlorocarbonyl-3-[3-(trifluoromethyl)phenoxy]azetidine in 50 ml of tetrahydrofuran was treated with 3 g (0.022 mole) of potassium carbonate and while stirring, 1.9 g (0.022 mole) of piperidine was added dropwise. The mixture was then treated with 10 g of ice and stirred for 2 hr. The tetrahydrofuran was decanted then concentrated on a rotary evaporator to yield an amber oil, 6.0 g. The oil was dissolved in benzene, washed with dilute acid then water, dried ov... Starting materials: C1CCOC1, OCCCF, CC(C)OC(=O)N=NC(=O)OC(C)C, O=C1CCc2ccc(O)cc21, c1ccc(P(c2ccccc2)c2ccccc2)cc1. The product is O=C1CCc2ccc(OCCCF)cc21. Reaction SMILES: [CH2:50]1[O:51][CH2:52][CH2:53][CH2:54]1.[F:12][CH2:13][CH2:14][CH2:15][OH:16].[O:36]=[C:37]([O:38][CH:39]([CH3:40])[CH3:41])[N:42]=[N:43][C:44]([O:45][CH:46]([CH3:47])[CH3:48])=[O:49].[OH:1][c:2]1[cH:3][cH:4][c:5]2[c:9]([cH:10]1)[C:8](=[O:11])[CH2:7][CH2:6]2.[c:17]1([P:18]([c:19]2[cH:20][cH:21][cH:22][cH:23][cH:24]2)[c:25]2[cH:26][cH:27][cH:28][cH:29][cH:30]2)[cH:31][cH:32][cH:33][cH:34][cH:35]1>>[O:1]([c:2]1[cH:3][cH:4][c:5]2[c:9]([cH:10]1)[C:8](=[O:11])[CH2:7][CH2:6]2)[CH2:15][CH2:14][CH2:13][F:12]. The reactants are O=C1C=C2CC[C@H]3[C@@H]4CC[C@@H]([C@@]4(C)CC[C@@H]3[C@]2(CC1)C)C(=O)N(C(=S)NC(C)C)C(C)C (1-[3-oxo-androst-4-ene-17β-carbonyl]-1,3-diisopropylthiourea), CN(C)C=O (DMF). Yields the product O=C1C=C2CC[C@H]3[C@@H]4CC[C@@H]([C@@]4(C)CC[C@@H]3[C@]2(CC1)C)C(=O)N(C(=O)NC(C)C)C(C)C (1-[3-oxo-androst-4-ene-17β-carbonyl]-1,3-diisopropylurea). Reaction SMILES: [O:1]=[C:2]1[CH2:19][CH2:18][C@@:17]2([CH3:20])[C:4]([CH2:5][CH2:6][C@@H:7]3[C@@H:16]2[CH2:15][CH2:14][C@@:12]2([CH3:13])[C@H:8]3[CH2:9][CH2:10][C@@H:11]2[C:21]([N:23]([CH:30]([CH3:32])[CH3:31])[C:24]([NH:26][CH:27]([CH3:29])[CH3:28])=S)=[O:22])=[CH:3]1.CN(C=[O:37])C>>[O:1]=[C:2]1[CH2:19][CH2:18][C@@:17]2([CH3:20])[C:4]([CH2:5][CH2:6][C@@H:7]3[C@@H:16]2[CH2:15][CH2:14][C@@:12]2([CH3:13])[C@H:8]3[CH2:9][CH2:10][C@@H:11]2[C:21]([N:23]([CH:30]([CH3:32])[CH3:31])[C:24]([NH:26][CH:27]([CH3:29])[CH3:28])=[O:37])=[O:22])=[CH:3]1. Procedure details: 1-[3-oxo-androst-4-ene-17β-carbonyl]-1,3-diisopropylthiourea m.p. 180°-183° C., [α]D +146° (C=1, DMF).